This data is from the Open Reaction Database (ORD), a public repository of structured organic reaction records. The task is: describe an organic reaction: reactants, conditions, products, and yield Reactants: CC(=O)N1CCN(Cc2cc(C)nc(NC(=O)OC(C)(C)C)c2)CC1, ClCCl, Cl, C1COCCO1. Yields the product CC(=O)N1CC[NH+](Cc2cc(C)nc(N)c2)CC1, [Cl-]. Reaction SMILES: [C:1]([CH3:2])(=[O:3])[N:4]1[CH2:5][CH2:6][N:7]([CH2:10][c:11]2[cH:12][c:13]([NH:18][C:19](=[O:20])[O:21][C:22]([CH3:23])([CH3:24])[CH3:25])[n:14][c:15]([CH3:17])[cH:16]2)[CH2:8][CH2:9]1.[Cl:27][CH2:28][Cl:29].[ClH:26].[O:30]1[CH2:31][CH2:32][O:33][CH2:34][CH2:35]1>>[C:1]([CH3:2])(=[O:3])[N:4]1[CH2:5][CH2:6][NH+:7]([CH2:10][c:11]2[cH:12][c:13]([NH2:18])[n:14][c:15]([CH3:17])[cH:16]2)[CH2:8][CH2:9]1.[Cl-:26].